This data is from the Open Reaction Database (ORD), a public repository of structured organic reaction records. The task is: describe an organic reaction: reactants, conditions, products, and yield Starting materials: CC1=CC=C(C=C1)C(C(=O)O)C1=CC=C(C=C1)C (bis(4-methylphenyl)acetic acid), NCCCN1CCC(CC1)C=1C=CC(=C(C1)NC(CCC)=O)F (N-{5-[1-(3-aminopropyl)-4-piperidinyl]-2-fluorophenyl}butanamide). Product: CC1=CC=C(C=C1)C(C(=O)NCCCN1CCC(CC1)C=1C=CC(=C(C1)NC(CCC)=O)F)C1=CC=C(C=C1)C (N-{5-[1-(3-{[BIS(4-METHYLPHENYL)ACETYL]AMINO}PROPYL)-4-PIPERIDINYL]-2-FLUOROPHENYL}BUTANAMIDE). As a reaction SMILES: [CH3:1][C:2]1[CH:7]=[CH:6][C:5]([CH:8]([C:12]2[CH:17]=[CH:16][C:15]([CH3:18])=[CH:14][CH:13]=2)[C:9]([OH:11])=O)=[CH:4][CH:3]=1.[NH2:19][CH2:20][CH2:21][CH2:22][N:23]1[CH2:28][CH2:27][CH:26]([C:29]2[CH:30]=[CH:31][C:32]([F:41])=[C:33]([NH:35][C:36](=[O:40])[CH2:37][CH2:38][CH3:39])[CH:34]=2)[CH2:25][CH2:24]1>>[CH3:18][C:15]1[CH:16]=[CH:17][C:12]([CH:8]([C:5]2[CH:4]=[CH:3][C:2]([CH3:1])=[CH:7][CH:6]=2)[C:9]([NH:19][CH2:20][CH2:21][CH2:22][N:23]2[CH2:24][CH2:25][CH:26]([C:29]3[CH:30]=[CH:31][C:32]([F:41])=[C:33]([NH:35][C:36](=[O:40])[CH2:37][CH2:38][CH3:39])[CH:34]=3)[CH2:27][CH2:28]2)=[O:11])=[CH:13][CH:14]=1. Reported procedure: Example 10 prepared from bis(4-methylphenyl)acetic acid and N-{5-[1-(3-aminopropyl)-4-piperidinyl]-2-fluorophenyl}butanamide according to the procedures described in Scheme 10: 1H NMR (400 MHz, CDCl3) δ 8.30–8.13 (m, 1H), 8.08–7.92 (br, 1H), 7.43–6.89 (m, 9H), 6.76–6.61 (br, 1H), 4.98–4.79 (br, 1H), 4.70 (s, 1H), 3.39–3.16 (m, 4H), 2.83–2.63 (m, 2H), 2.63–2.47 (m, 1H), 2.45–2.12 (m, 4H), 2.27 (s, 6H), 2.02–1.64 (m, 8H), 1.02 (t, 3H, J=7.2 Hz); ESMS m/e: 544.4 (M+H)+. Starting materials: FC(C(=O)O)(F)F (trifluoroacetic acid), FC1=CC=C(C=N1)C(C)(O)C1=CC=C(C=C1)SC (1-(6-Fluoropyridin-3-yl)-1-(4-(methylthio)phenyl)ethanol), C([O-])(O)=O.[Na+] (sodium bicarbonate). The solvent is C(Cl)Cl (DCM). Conditions: time 45 minute. Yields the product FC1=NC=C(C=C1)C(=C)C1=CC=C(C=C1)SC (2-fluoro-5-(1-(4-(methylthio)phenyl)vinyl)pyridine). Yield: 100.7%. As a reaction SMILES: [F:1][C:2]1[N:7]=[CH:6][C:5]([C:8]([C:11]2[CH:16]=[CH:15][C:14]([S:17][CH3:18])=[CH:13][CH:12]=2)(O)[CH3:9])=[CH:4][CH:3]=1.FC(F)(F)C(O)=O.C(=O)(O)[O-].[Na+]>C(Cl)Cl>[F:1][C:2]1[CH:3]=[CH:4][C:5]([C:8]([C:11]2[CH:12]=[CH:13][C:14]([S:17][CH3:18])=[CH:15][CH:16]=2)=[CH2:9])=[CH:6][N:7]=1 |f:2.3|. Reported procedure: 1-(6-Fluoropyridin-3-yl)-1-(4-(methylthio)phenyl)ethanol (1.261 g, 4.789 mmol) was dissolved in DCM (30 mL) and trifluoroacetic acid (1.0 mL, 13 mmol) was added, turning the solution dark green. The reaction was stirred at room temperature for 45 min and then was treated with saturated sodium bicarbonate (15 mL). The reaction was stirred for about 5 min, and then the layers were separated, and the aqueous phase was extracted with DCM. The organic phases were combined, dried over sodium sulfate, ...